From a dataset of the Open Reaction Database (ORD), a public repository of structured organic reaction records. describe an organic reaction: reactants, conditions, products, and yield Starting materials: CO, O=C[O-], [NH4+], O, c1ccc(CN2CCC(c3ccccn3)C2)cc1. The product is c1ccc(C2CCNC2)nc1. Reaction SMILES: [CH3:23][OH:24].[CH:19]([O-:20])=[O:21].[NH4+:22].[OH2:25].[c:1]1([CH2:2][N:8]2[CH2:9][CH:10]([c:13]3[n:14][cH:15][cH:16][cH:17][cH:18]3)[CH2:11][CH2:12]2)[cH:3][cH:4][cH:5][cH:6][cH:7]1>>[NH:8]1[CH2:9][CH:10]([c:13]2[n:14][cH:15][cH:16][cH:17][cH:18]2)[CH2:11][CH2:12]1. Starting materials: ClC1=CC=C(C(=O)C2=CC=C(C=C2)NC(CC(=O)OCC)=O)C=C1 (ethyl 3-((4-(4-chlorobenzoyl)phenyl)amino)-3-oxopropanoate), CCO (EtOH), [OH-].[K+] (KOH), [OH-].[K+] (KOH), ice water, Cl (HCl). The solvent is O (water). Reaction conditions: temperature 20 celsius, time 24 hour. Product: ClC1=CC=C(C(=O)C2=CC=C(C=C2)NC(CC(=O)O)=O)C=C1 (3-((4-(4-chlorobenzoyl)phenyl)amino)-3-oxopropanoic acid). Reaction SMILES: [Cl:1][C:2]1[CH:24]=[CH:23][C:5]([C:6]([C:8]2[CH:13]=[CH:12][C:11]([NH:14][C:15](=[O:22])[CH2:16][C:17]([O:19]CC)=[O:18])=[CH:10][CH:9]=2)=[O:7])=[CH:4][CH:3]=1.CCO.[OH-].[K+].Cl>O>[Cl:1][C:2]1[CH:3]=[CH:4][C:5]([C:6]([C:8]2[CH:9]=[CH:10][C:11]([NH:14][C:15](=[O:22])[CH2:16][C:17]([OH:19])=[O:18])=[CH:12][CH:13]=2)=[O:7])=[CH:23][CH:24]=1 |f:2.3|. Reported procedure: A 3-L 4-neck flask equipped with a thermocouple controller, a mechanical stirrer, a dropping funnel, and a nitrogen inlet/outlet adapter was charged with ethyl 3-((4-(4-chlorobenzoyl)phenyl)amino)-3-oxopropanoate (128.0 g, 370.2 mmol), EtOH (1.29 L), and KOH (27.7 g, 1444.2 mmol). The resulting mixture was stirred at 20° C. for 24 h. Additional KOH (1.12 g, 0.04 eq.) was added and the reaction was stirred for an additional 6 h. The resulting yellowish thick slurry was dissolved in deionized wate... Starting materials: ClC1=CC2=C(OCCO2)C(=C1)C(C)NC1=C(C=CC(=C1)F)S(=O)(=O)C (N-(1-(6-chloro-2,3-dihydrobenzo[b][1,4]dioxin-8-yl)ethyl)-5-fluoro-2-(methylsulfonyl)benzenamine), N1CCNCC1 (piperazine), C(C)(C)N(C(C)C)CC (N,N-diisopropylethylamine), ClC1=CC2=C(OCCO2)C(=C1)C(C)N (1-(6-chloro-2,3-dihydrobenzo[b][1,4]dioxin-8-yl)ethanamine), FC1=C(C=CC(=C1)F)S(=O)(=O)C (2,4-difluoro-1-(methylsulfonyl)benzene), C(C)(C)N(CC)C(C)C (diisopropylethylamine). The solvent is O (water), C(C)#N (acetonitrile), CN(C=O)C (N,N-dimethylformamide). The product is ClC1=CC2=C(OCCO2)C(=C1)C(C)NC1=C(C=CC(=C1)N1CCNCC1)S(=O)(=O)C (N-(1-(6-Chloro-2,3-dihydrobenzo[b][1,4]dioxin-8-yl)ethyl)-2-(methylsulfonyl)-5-(piperazin-1-yl)benzenamine). The yield is 79.0%. Reaction SMILES: ClC1C=C(C(N)C)C2OCCOC=2C=1.FC1C=C(F)C=CC=1S(C)(=O)=O.C(N(C(C)C)CC)(C)C.[Cl:36][C:37]1[CH:46]=[C:45]([CH:47]([NH:49][C:50]2[CH:55]=[C:54](F)[CH:53]=[CH:52][C:51]=2[S:57]([CH3:60])(=[O:59])=[O:58])[CH3:48])[C:40]2[O:41][CH2:42][CH2:43][O:44][C:39]=2[CH:38]=1.[NH:61]1[CH2:66][CH2:65][NH:64][CH2:63][CH2:62]1>CN(C)C=O.C(#N)C.O>[Cl:36][C:37]1[CH:46]=[C:45]([CH:47]([NH:49][C:50]2[CH:55]=[C:54]([N:61]3[CH2:66][CH2:65][NH:64][CH2:63][CH2:62]3)[CH:53]=[CH:52][C:51]=2[S:57]([CH3:60])(=[O:59])=[O:58])[CH3:48])[C:40]2[O:41][CH2:42][CH2:43][O:44][C:39]=2[CH:38]=1. Procedure details: A solution of 1-(6-chloro-2,3-dihydrobenzo[b][1,4]dioxin-8-yl)ethanamine (130 mg, 0.61 mmol), 2,4-difluoro-1-(methylsulfonyl)benzene (116 mg, 0.61 mmol) and diisopropylethylamine (314 mg, 2.43 mmol) in N,N-dimethylformamide (2 mL) was stirred at 110° C. for 16 h. The reaction was cooled to room temperature, poured over water and extracted with diethyl ether. The solvent was concentrated in vacuo to collect 53.4 mg of the desired product, which was used for the next reaction without further purif... Reactants: C1(CC1)C=O (cyclopropanecarboxaldehyde), COC(CN)OC (2,2-dimethoxyethylamine), CC(=O)O (AcOH), [BH3-]C#N.[Na+] (NaCNBH3). The solvent is CO (MeOH). Conditions: time 24 hour. The product is C1(CC1)CNCC(OC)OC (N-(cyclopropylmethyl)-(2,2-dimethoxyethanamine)). Isolated yield 61.0%. RXN SMILES: [CH:1]1([CH:4]=O)[CH2:3][CH2:2]1.[CH3:6][O:7][CH:8]([O:11][CH3:12])[CH2:9][NH2:10].[BH3-]C#N.[Na+].CC(O)=O>CO>[CH:1]1([CH2:4][NH:10][CH2:9][CH:8]([O:11][CH3:12])[O:7][CH3:6])[CH2:3][CH2:2]1 |f:2.3|. Procedure details: A solution of cyclopropanecarboxaldehyde in MeOH (0.2 M) was treated with 2,2-dimethoxyethylamine (1.2 eq). The solution was cooled with an ice/water bath and treated portionwise with NaCNBH3 (1.0 eq). The pH of the resulting solution was adjusted to 6 with AcOH, and the reaction left at RT for 24 h. The mixture was concentrated, diluted with EtOAc, washed with sat. aq. NaHCO3, brine, dried (Na2SO4), filtered and concentrated in vacuo to afford the product (61%). 1H NMR (300 MHz, DMSO-d6, 300 K)... Starting materials: CCOC(=O)c1cc(Cl)sc1Cl, CCO, [Na+], C1CCOC1, [OH-]. Product: O=C(O)c1cc(Cl)sc1Cl. RXN SMILES: [CH2:1]([CH3:2])[O:3][C:4](=[O:5])[c:6]1[c:7]([Cl:12])[s:8][c:9]([Cl:11])[cH:10]1.[CH3:13][CH2:14][OH:15].[Na+:22].[O:16]1[CH2:17][CH2:18][CH2:19][CH2:20]1.[OH-:21]>>[O:3]=[C:4]([OH:5])[c:6]1[c:7]([Cl:12])[s:8][c:9]([Cl:11])[cH:10]1.